Dataset: the Open Reaction Database (ORD), a public repository of structured organic reaction records. Task: describe an organic reaction: reactants, conditions, products, and yield Starting materials: [BH4-], CC(C)CN1C(=O)c2ccccc2C1=O, CO, [K+], O. Reaction SMILES: [BH4-:19].[CH2:1]([CH:2]([CH3:3])[CH3:4])[N:5]1[C:6](=[O:15])[c:7]2[c:8]([cH:11][cH:12][cH:13][cH:14]2)[C:9]1=[O:10].[CH3:17][OH:18].[K+:20].[OH2:16]>>[CH2:1]([CH:2]([CH3:3])[CH3:4])[N:5]1[C:6](=[O:15])[c:7]2[c:8]([cH:11][cH:12][cH:13][cH:14]2)[CH:9]1[OH:10]. Yields the product CC(C)CN1C(=O)c2ccccc2C1O. Reactants: N([C@H](CC(C)C)C(=O)O)C(=O)OC(C)(C)C (Boc-D-Leu), C1=CC=C2C(=C1)N=NN2O.O (HOBt monohydrate), N[C@@H](CC(C)C)C(=O)N[C@@H](CCCNC(NS(=O)(=O)C1=CC=C(C)C=C1)=N)C(=O)N1[C@H](C(=O)NCC)CCC1 (Leu-Arg(Ts)-Pro-NHEt), CCN=C=NCCCN(C)C.Cl (EDC hydrochloride), CS(=O)(=O)O (methanesulfonic acid), N([C@@H](CCCNC(NS(=O)(=O)C1=CC=C(C)C=C1)=N)C(=O)N1[C@H](C(=O)NCC)CCC1)C(=O)OC(C)(C)C (Boc-Arg(Ts)-Pro-NHEt), N([C@@H](CC(C)C)C(=O)O)C(=O)OC(C)(C)C (Boc-Leu), compound, CS(=O)(=O)O (methanesulfonic acid). Solvent: ClCCl (dichloromethane), ClCCl (dichloromethane), C(C)N(CC)CC (triethylamine). Reaction conditions: time 4 hour. Yields the product N([C@@H](CC(C)C)C(=O)N[C@@H](CCCNC(NS(=O)(=O)C1=CC=C(C)C=C1)=N)C(=O)N1[C@H](C(=O)NCC)CCC1)C(=O)OC(C)(C)C (Boc-Leu-Arg(Ts)-Pro-NHEt). As a reaction SMILES: [NH:1]([C:32](OC(C)(C)C)=[O:33])[C@H:2]([C:20]([N:22]1[CH2:31][CH2:30][CH2:29][C@H:23]1[C:24]([NH:26][CH2:27][CH3:28])=[O:25])=[O:21])[CH2:3][CH2:4][CH2:5][NH:6][C:7](=[NH:19])[NH:8][S:9]([C:12]1[CH:18]=[CH:17][C:15]([CH3:16])=[CH:14][CH:13]=1)(=[O:11])=[O:10].[NH:39]([C:48]([O:50][C:51]([CH3:54])([CH3:53])[CH3:52])=[O:49])[C@H:40](C(O)=O)[CH2:41][CH:42]([CH3:44])[CH3:43].CS(O)(=O)=O.N(C(OC(C)(C)C)=O)[C@@H](C(O)=O)CC(C)C.C1C=C2N=NN(O)C2=CC=1.O.N[C@H](C(N[C@H](C(N1CCC[C@H]1C(NCC)=O)=O)CCCNC(=N)NS(C1C=CC(C)=CC=1)(=O)=O)=O)CC(C)C.CCN=C=NCCCN(C)C.Cl>ClCCl.C(N(CC)CC)C>[NH:39]([C:48]([O:50][C:51]([CH3:53])([CH3:52])[CH3:54])=[O:49])[C@H:40]([C:32]([NH:1][C@H:2]([C:20]([N:22]1[CH2:31][CH2:30][CH2:29][C@H:23]1[C:24]([NH:26][CH2:27][CH3:28])=[O:25])=[O:21])[CH2:3][CH2:4][CH2:5][NH:6][C:7](=[NH:19])[NH:8][S:9]([C:12]1[CH:18]=[CH:17][C:15]([CH3:16])=[CH:14][CH:13]=1)(=[O:11])=[O:10])=[O:33])[CH2:41][CH:42]([CH3:44])[CH3:43] |f:4.5,7.8|. Reported procedure: Boc-Leu-Arg(Ts)-Pro-NHEt was prepared from Boc-Arg(Ts)-Pro-NHEt obtained in Example 1 and Boc-Leu by the same procedure as Example 1. To a solution composed of the compound (0.969 g) and dichloromethane (10 ml), methanesulfonic acid (0.78 g) was added at room temperature, and the resulting mixture was stirred at room temperature for 4 hours, thereby the Boc group was removed (reaction conversion ratio: 100.0%). After the reaction, triethylamine in an amount of the same molar equivalent as that o... The reactants are C1CCOC1, COC(=O)Cl, CCOC(C)=O, CC(C)c1cccc(C(C)C)c1NC(=O)CNC(c1ccccc1)c1ccccc1, [Na+], O=C([O-])O. The product is COC(=O)N(CC(=O)Nc1c(C(C)C)cccc1C(C)C)C(c1ccccc1)c1ccccc1. Reaction SMILES: [CH2:36]1[O:37][CH2:38][CH2:39][CH2:40]1.[CH3:1][O:2][C:3](=[O:4])[Cl:5].[CH3:46][CH2:47][O:48][C:49]([CH3:50])=[O:51].[CH3:6][CH:7]([CH3:8])[c:9]1[c:10]([NH:18][C:19]([CH2:20][NH:21][CH:22]([c:23]2[cH:24][cH:25][cH:26][cH:27][cH:28]2)[c:29]2[cH:30][cH:31][cH:32][cH:33][cH:34]2)=[O:35])[c:11]([CH:15]([CH3:16])[CH3:17])[cH:12][cH:13][cH:14]1.[Na+:45].[O-:41][C:42]([OH:43])=[O:44]>>[CH3:1][O:2][C:3](=[O:4])[N:21]([CH2:20][C:19]([NH:18][c:10]1[c:9]([CH:7]([CH3:6])[CH3:8])[cH:14][cH:13][cH:12][c:11]1[CH:15]([CH3:16])[CH3:17])=[O:35])[CH:22]([c:23]1[cH:24][cH:25][cH:26][cH:27][cH:28]1)[c:29]1[cH:30][cH:31][cH:32][cH:33][cH:34]1. The reactants are 499.2, COC(C1=NC(=CC=C1)CBr)=O (methyl-6-(bromomethyl)picolinate), C1(CC1)S(=O)(=O)N (cyclopropanesulfonamide), O=C1NC2=CC=CC=C2[C@]12[C@H](C2)C2=CC=C(C#N)C=C2 ((1S,2R)-4-(2′-oxospiro[cyclopropane-1,3′-indoline]-2-yl)benzonitrile). Yields the product C(#N)C1=CC=C(C=C1)[C@H]1C[C@]12C(N(C1=CC=CC=C21)CC2=CC=CC(=N2)C(=O)NS(=O)(=O)C2CC2)=O ((1S,2R)-6-((2-(4-cyanophenyl)-2′-oxospiro[cyclopropane-1,3′-indoline]-1′-yl)methyl)-N-(cyclopropylsulfonyl)picolinamide). Reaction SMILES: CO[C:3](=[O:12])[C:4]1[CH:9]=[CH:8][CH:7]=[C:6]([CH2:10]Br)[N:5]=1.[CH:13]1([S:16]([NH2:19])(=[O:18])=[O:17])[CH2:15][CH2:14]1.[O:20]=[C:21]1[C@:29]2([CH2:31][C@@H:30]2[C:32]2[CH:39]=[CH:38][C:35]([C:36]#[N:37])=[CH:34][CH:33]=2)[C:28]2[C:23](=[CH:24][CH:25]=[CH:26][CH:27]=2)[NH:22]1>>[C:36]([C:35]1[CH:34]=[CH:33][C:32]([C@@H:30]2[C@:29]3([C:28]4[C:23](=[CH:24][CH:25]=[CH:26][CH:27]=4)[N:22]([CH2:10][C:6]4[N:5]=[C:4]([C:3]([NH:19][S:16]([CH:13]5[CH2:15][CH2:14]5)(=[O:18])=[O:17])=[O:12])[CH:9]=[CH:8][CH:7]=4)[C:21]3=[O:20])[CH2:31]2)=[CH:39][CH:38]=1)#[N:37]. Procedure: The title compound was prepared in analogy to Example 60 starting from methyl-6-(bromomethyl)picolinate, cyclopropanesulfonamide and (1R,2S) and (1S,2R)-4-(2′-oxospiro[cyclopropane-1,3′-indoline]-2-yl)benzonitrile prepared as in Scheme 1. LC/MS m/e calcd. for C27H22N4O4S: 498, observed (M+H)+: 499.2 1HNMR (400 MHz, DMSO-d6) δppm 1.02-1.15 (m, 2 H) 1.14-1.24 (m, 2 H) 2.08-2.20 (m, 1 H) 2.43-2.48 (m, 1 H) 2.99-3.15 (m, 1 H) 3.27-3.34 (m, 1 H) 5.19 (s, 2 H) 6.14 (d, 1 H) 6.72 (t, 1 H) 6.99 (d, 1H) ... The reactants are C1CCOC1, [Li]CCCC, CC(C)C=O, CCOC(=O)c1cccs1. The product is CCOC(=O)c1ccc(C(O)C(C)C)s1. As a reaction SMILES: [CH2:21]1[O:22][CH2:23][CH2:24][CH2:25]1.[CH3:1][CH2:2][CH2:3][CH2:4][Li:5].[CH:16]([CH:17]([CH3:18])[CH3:19])=[O:20].[s:6]1[c:7]([C:11](=[O:12])[O:13][CH2:14][CH3:15])[cH:8][cH:9][cH:10]1>>[s:6]1[c:7]([C:11](=[O:12])[O:13][CH2:14][CH3:15])[cH:8][cH:9][c:10]1[CH:16]([CH:17]([CH3:18])[CH3:19])[OH:20]. Reactants: [N+](=O)([O-])C=1C=C(C=CC1)S(=O)(=O)OC[C@@H]1CO1 ((S)-glycidyl 3-nitrobenzenesulfonate), resultant mixture, C(C)(C)(C)OC(=O)NC1=CC=C(C=C1)O (4-(tert-butoxycarbonylamino)phenol), resultant mixture, [H-].[Na+] (sodium hydride). Solvent: CN(C=O)C (dimethylformamide). The product is C(C)(C)(C)OC(=O)NC1=CC=C(OC[C@@H]2CO2)C=C1 ((2S)-1-[4-(tert-butoxycarbonylamino)phenoxy]-2,3-epoxypropane). Yield: 83.0%. As a reaction SMILES: [H-].[Na+].[C:3]([O:7][C:8]([NH:10][C:11]1[CH:16]=[CH:15][C:14]([OH:17])=[CH:13][CH:12]=1)=[O:9])([CH3:6])([CH3:5])[CH3:4].[N+](C1C=C(S(O[CH2:31][C@H:32]2[O:34][CH2:33]2)(=O)=O)C=CC=1)([O-])=O>CN(C)C=O>[C:3]([O:7][C:8]([NH:10][C:11]1[CH:12]=[CH:13][C:14]([O:17][CH2:31][C@H:32]2[O:34][CH2:33]2)=[CH:15][CH:16]=1)=[O:9])([CH3:6])([CH3:4])[CH3:5] |f:0.1|. Procedure details: To an 8 ml dimethylformamide suspension of 60 mg of sodium hydride was added, under ice cooling, 300 mg of 4-(tert-butoxycarbonylamino)phenol. The resultant mixture was stirred at room temperature for 1 hour. Under ice cooling, 372 mg of (S)-glycidyl 3-nitrobenzenesulfonate was gradually added, then the resultant mixture was stirred at room temperature for 2 hours. The reaction was quenched with a 5 ml of saturated aqueous ammonium chloride solution, then the product was extracted with ether. Th...